Task: describe an organic reaction: reactants, conditions, products, and yield. Dataset: the Open Reaction Database (ORD), a public repository of structured organic reaction records RXN SMILES: [C:1]([O:5][C:6](=[O:27])[NH:7][C@H:8]([CH:11]=[C:12]([CH3:26])[CH2:13][CH2:14][CH2:15][P:16]([O:22][CH:23]([CH3:25])[CH3:24])([O:18][CH:19]([CH3:21])[CH3:20])=[O:17])[CH2:9][OH:10])([CH3:4])([CH3:3])[CH3:2].C([OH:31])(C)C.C(OCC)(=O)C.[Cl-].[Na+]>[O-2].[O-2].[O-2].[Cr+6].S(=O)(=O)(O)O.CC(C)=O>[C:1]([O:5][C:6]([NH:7][C@H:8]([CH:11]=[C:12]([CH3:26])[CH2:13][CH2:14][CH2:15][P:16]([O:18][CH:19]([CH3:20])[CH3:21])([O:22][CH:23]([CH3:25])[CH3:24])=[O:17])[C:9]([OH:31])=[O:10])=[O:27])([CH3:4])([CH3:2])[CH3:3] |f:3.4,5.6.7.8|. The reactants are solution, C(C)(C)O (isopropanol), C(C)(=O)OCC (ethyl acetate), [Cl-].[Na+] (sodium chloride), C(C)(C)(C)OC(N[C@@H](CO)C=C(CCCP(=O)(OC(C)C)OC(C)C)C)=O (N-((2R)-1-hydroxy-4-methyl-7-diisopropylphosphonohept-3-en-2-yl)-carbamicacid tert.-butyl ester). Reported procedure: 0.84 ml of a solution which is 3.25 molar in chromium trioxide and 5.29 molar in sulphuric acid is added dropwise at 0°-5° to a solution of 0.5 g of alcohol 8 according to h) in 15 ml of acetone. The mixture is stirred at 0° for 30 minutes and at room temperature for35 minutes, and then 4 ml of isopropanol, 80 ml of ethyl acetate and 30 ml of 20% sodium chloride solution are added thereto, and the mixture is filtered. The aqueous phase is extracted three times with 20 ml of ethyl acetate each ti... Product: C(C)(C)(C)OC(=O)N[C@@H](C(=O)O)C=C(CCCP(=O)(OC(C)C)OC(C)C)C ((2R)-2-tert.-butoxycarbonylamino-4-methyl-7-diisopropylphosphono-3-heptenoic acid). Conditions: time 30 minute. Solvent: S(O)(O)(=O)=O (sulphuric acid), CC(=O)C (acetone), [O-2].[O-2].[O-2].[Cr+6] (chromium trioxide). Starting materials: BrB(Br)Br, CCCNC(=O)c1c(C)n(C)c2cc(OC)ccc12. Yields the product CCCNC(=O)c1c(C)n(C)c2cc(O)ccc12. RXN SMILES: [B:20]([Br:21])([Br:22])[Br:23].[CH2:1]([CH2:2][CH3:3])[NH:4][C:5](=[O:6])[c:7]1[c:8]([CH3:19])[n:9]([CH3:18])[c:10]2[cH:11][c:12]([O:16][CH3:17])[cH:13][cH:14][c:15]12>>[CH2:1]([CH2:2][CH3:3])[NH:4][C:5](=[O:6])[c:7]1[c:8]([CH3:19])[n:9]([CH3:18])[c:10]2[cH:11][c:12]([OH:16])[cH:13][cH:14][c:15]12.